Dataset: the Open Reaction Database (ORD), a public repository of structured organic reaction records. Task: describe an organic reaction: reactants, conditions, products, and yield Starting materials: [N+](=O)([O-])C=1C=C2C(=NNC2=CC1)NC(CCC)=O (N-[5-nitro-1H-indazol-3-yl]butanamide), N (ammonia), N (ammonia). The reagents and catalysts are O.O.O.O.O.O.O.S(=O)(=O)([O-])[O-].[Fe+2] (iron sulphate heptahydrate). Solvent: C(C)O (ethanol), O (water). Conditions: time 30 minute. Product: NC=1C=C2C(=NNC2=CC1)NC(CCC)=O (N-(5-amino-1H-indazol-3-yl)butanamide). As a reaction SMILES: [N+:1]([C:4]1[CH:5]=[C:6]2[C:10](=[CH:11][CH:12]=1)[NH:9][N:8]=[C:7]2[NH:13][C:14](=[O:18])[CH2:15][CH2:16][CH3:17])([O-])=O.N>O.C(O)C.O.O.O.O.O.O.O.S([O-])([O-])(=O)=O.[Fe+2]>[NH2:1][C:4]1[CH:5]=[C:6]2[C:10](=[CH:11][CH:12]=1)[NH:9][N:8]=[C:7]2[NH:13][C:14](=[O:18])[CH2:15][CH2:16][CH3:17] |f:4.5.6.7.8.9.10.11.12|. Procedure details: 20 g of iron sulphate heptahydrate dissolved in 50 cm3 of hot water are added to a solution of 2.05 g of N-[5-nitro-1H-indazol-3-yl]butanamide, described in Example 23, in 80 cm3 of ethanol; the mixture is stirred for 30 minutes at room temperature, 24 cm3 of 28% aqueous ammonia are added and the mixture is then refluxed for 2 hours, 10 cm3 of 28% aqueous ammonia are added and the mixture is stirred for a further 10 minutes. The precipitate is filtered off while hot, on a sinter funnel packed wi...